From a dataset of the Open Reaction Database (ORD), a public repository of structured organic reaction records. describe an organic reaction: reactants, conditions, products, and yield Starting materials: O (water), ClC1=C(C=CC(=N1)N1N=CC=2C=NC(=CC21)C2=NC(=CN=C2)C)C(F)(F)F (1-[6-chloro-5-(trifluoromethyl)-2-pyridyl]-6-(6-methylpyrazin-2-yl)pyrazolo[4,3-c]pyridine), N1C[C@H](CCC1)NC(OC(C)(C)C)=O (tert-butyl N-[(3S)-3-piperidyl]carbamate), CN1CCOCC1 (N-Methylmorpholine). The solvent is CN1C(CCC1)=O (1-methyl-2-pyrrolidinone). Run at temperature 120 celsius. The product is CC1=CN=CC(=N1)C1=CC2=C(C=N1)C=NN2C2=CC=C(C(=N2)N2C[C@H](CCC2)NC(OC(C)(C)C)=O)C(F)(F)F (tert-butyl N-[(3S)-1-[6-[6-(6-methylpyrazin-2-yl)pyrazolo[4,3-c]pyridin-1-yl]-3-(trifluoromethyl)-2-pyridyl]-3-piperidyl]carbamate). The yield is 76.2%. RXN SMILES: Cl[C:2]1[N:7]=[C:6]([N:8]2[C:16]3[CH:15]=[C:14]([C:17]4[CH:22]=[N:21][CH:20]=[C:19]([CH3:23])[N:18]=4)[N:13]=[CH:12][C:11]=3[CH:10]=[N:9]2)[CH:5]=[CH:4][C:3]=1[C:24]([F:27])([F:26])[F:25].[NH:28]1[CH2:33][CH2:32][CH2:31][C@H:30]([NH:34][C:35](=[O:41])[O:36][C:37]([CH3:40])([CH3:39])[CH3:38])[CH2:29]1.CN1CCOCC1.O>CN1CCCC1=O>[CH3:23][C:19]1[N:18]=[C:17]([C:14]2[N:13]=[CH:12][C:11]3[CH:10]=[N:9][N:8]([C:6]4[N:7]=[C:2]([N:28]5[CH2:33][CH2:32][CH2:31][C@H:30]([NH:34][C:35](=[O:41])[O:36][C:37]([CH3:39])([CH3:38])[CH3:40])[CH2:29]5)[C:3]([C:24]([F:27])([F:26])[F:25])=[CH:4][CH:5]=4)[C:16]=3[CH:15]=2)[CH:22]=[N:21][CH:20]=1. Reported procedure: A mixture of 1-[6-chloro-5-(trifluoromethyl)-2-pyridyl]-6-(6-methylpyrazin-2-yl)pyrazolo[4,3-c]pyridine (0.0876 mmol; 59.7 mg), tert-butyl N-[(3S)-3-piperidyl]carbamate (0.263 mmol; 52.6 mg), and N-Methylmorpholine (0.263 mmol; 26.9 mg; 0.0292 mL) in 1-methyl-2-pyrrolidinone (3 mL) in a sealed pressure vial was heated at 120° C. overnight. The mixture was poured into water, and extracted with EtOAc. The organic layer was concentrated. The residue was purified on silica eluted with 0 to 100% EtOA... The reactants are C(C=C(C)C)OC1=C(C(=O)O)C=CC(=C1)OCC=C(C)C (2,4-diprenyloxybenzoic acid), NCC1N(CCC1)CC (2-aminomethyl-1-ethylpyrrolidine). Yields the product C(C)N1C(CCC1)CNC(C1=C(C=C(C=C1)OCC=C(C)C)OCC=C(C)C)=O (1-ethyl-2-(2,4-diprenyloxybenzoylaminomethyl)pyrrolidine). Isolated yield 98.0%. Reaction SMILES: [CH2:1]([O:6][C:7]1[CH:15]=[C:14]([O:16][CH2:17][CH:18]=[C:19]([CH3:21])[CH3:20])[CH:13]=[CH:12][C:8]=1[C:9]([OH:11])=O)[CH:2]=[C:3]([CH3:5])[CH3:4].[NH2:22][CH2:23][CH:24]1[CH2:28][CH2:27][CH2:26][N:25]1[CH2:29][CH3:30]>>[CH2:29]([N:25]1[CH2:26][CH2:27][CH2:28][CH:24]1[CH2:23][NH:22][C:9](=[O:11])[C:8]1[CH:12]=[CH:13][C:14]([O:16][CH2:17][CH:18]=[C:19]([CH3:21])[CH3:20])=[CH:15][C:7]=1[O:6][CH2:1][CH:2]=[C:3]([CH3:4])[CH3:5])[CH3:30]. Procedure: In a manner identical to Example 15, 2,4-diprenyloxybenzoic acid (1.45 g) was subjected to a condensation reaction with 2-aminomethyl-1-ethylpyrrolidine (0.7 ml), thereby yielding 1.96 g (98%) of the aimed compound. Yields the product CC(C(CC(=O)OC(C)(C)C)=O)C (tert-Butyl 4-methyl-3-oxopentanoate). The reactants are N1=CC=CC=C1 (pyridine), CC1(OC(=O)CC(=O)O1)C (Meldrum's acid), C(C(C)C)(=O)Cl (iso-butyryl chloride). Yield: 57.0%. Procedure: Meldrum's acid (80 g, 555 mmol) was dissolved in 600 mL of CH2Cl2 and cooled to 0° C. Freshly distilled pyridine (87.8 g, 1.11 mol) was added to the CH2Cl2 solution and then iso-butyryl chloride (65.0 g, 610.5 mmol) was added to the mixture via a pressure equalizing addition funnel. The reaction was stirred at 0° C. for 1 hr and then warmed to rt and stirred for 2 hr. Then, the reaction was quenched with water (200 mL) and washed with 0.5 M HCl (×2), water (×1), and brine (×1). The organize laye... The solvent is C(Cl)Cl (CH2Cl2), C(Cl)Cl (CH2Cl2). Reaction conditions: temperature 0 celsius, time 1 hour. RXN SMILES: [CH3:1][C:2]1([CH3:10])[O:9][C:7](=[O:8])[CH2:6][C:4](=[O:5])O1.N1C=C[CH:14]=[CH:13][CH:12]=1.[C:17](Cl)(=O)C(C)C>C(Cl)Cl>[CH3:12][CH:13]([CH3:14])[C:4](=[O:5])[CH2:6][C:7]([O:9][C:2]([CH3:1])([CH3:10])[CH3:17])=[O:8].